From a dataset of the Open Reaction Database (ORD), a public repository of structured organic reaction records. describe an organic reaction: reactants, conditions, products, and yield Reactants: IC=1N=CN(C1)C(C1=CC=CC=C1)(C1=CC=CC=C1)C1=CC=CC=C1 (4-iodo-1-trityl-1H-imidazole), CC[Mg+].[Br-] (EtMgBr), IC1=C(CC[C@@H]2N=C([C@H](N=C2OC)C(C)C)OC)C=CC=C1 ((2S,5R)-2-(2-iodophenethyl)-5-isopropyl-3,6-dimethoxy-2,5-dihydropyrazine). The reagents and catalysts are C=1C=CC(=CC1)[P](C=2C=CC=CC2)(C=3C=CC=CC3)[Pd]([P](C=4C=CC=CC4)(C=5C=CC=CC5)C=6C=CC=CC6)([P](C=7C=CC=CC7)(C=8C=CC=CC8)C=9C=CC=CC9)[P](C=1C=CC=CC1)(C=1C=CC=CC1)C=1C=CC=CC1 (Pd(PPh3)4), [Cl-].[Cl-].[Zn+2] (ZnCl2). Solvent: C1CCOC1 (THF), C1CCOC1 (THF), C(Cl)Cl (CH2Cl2). Reaction conditions: time 90 minute. Product: C(C)(C)[C@H]1N=C([C@@H](N=C1OC)CCC1=C(C=CC=C1)C=1N=CN(C1)C(C1=CC=CC=C1)(C1=CC=CC=C1)C1=CC=CC=C1)OC ((2R,5S)-2-isopropyl-3,6-dimethoxy-5-(2-(1-trityl-1H-imidazol-4-yl)phenethyl)-2,5-dihydropyrazine). Isolated yield 25.5%. As a reaction SMILES: I[C:2]1[N:3]=[CH:4][N:5]([C:7]([C:20]2[CH:25]=[CH:24][CH:23]=[CH:22][CH:21]=2)([C:14]2[CH:19]=[CH:18][CH:17]=[CH:16][CH:15]=2)[C:8]2[CH:13]=[CH:12][CH:11]=[CH:10][CH:9]=2)[CH:6]=1.CC[Mg+].[Br-].I[C:31]1[CH:51]=[CH:50][CH:49]=[CH:48][C:32]=1[CH2:33][CH2:34][C@H:35]1[C:40]([O:41][CH3:42])=[N:39][C@H:38]([CH:43]([CH3:45])[CH3:44])[C:37]([O:46][CH3:47])=[N:36]1>C1COCC1.C(Cl)Cl.[Cl-].[Cl-].[Zn+2].C1C=CC([P]([Pd]([P](C2C=CC=CC=2)(C2C=CC=CC=2)C2C=CC=CC=2)([P](C2C=CC=CC=2)(C2C=CC=CC=2)C2C=CC=CC=2)[P](C2C=CC=CC=2)(C2C=CC=CC=2)C2C=CC=CC=2)(C2C=CC=CC=2)C2C=CC=CC=2)=CC=1>[CH:43]([C@@H:38]1[C:37]([O:46][CH3:47])=[N:36][C@@H:35]([CH2:34][CH2:33][C:32]2[CH:31]=[CH:51][CH:50]=[CH:49][C:48]=2[C:2]2[N:3]=[CH:4][N:5]([C:7]([C:14]3[CH:19]=[CH:18][CH:17]=[CH:16][CH:15]=3)([C:20]3[CH:21]=[CH:22][CH:23]=[CH:24][CH:25]=3)[C:8]3[CH:9]=[CH:10][CH:11]=[CH:12][CH:13]=3)[CH:6]=2)[C:40]([O:41][CH3:42])=[N:39]1)([CH3:45])[CH3:44] |f:1.2,6.7.8,^1:66,68,87,106|. Procedure: To a stirred solution of 4-iodo-1-trityl-1H-imidazole (300 mg, 0.688 mmol) in anhydrous THF (4 mL) at room temperature was added EtMgBr (1.0 M in THF, 0.802 mmol, 0.8 mL) dropwise, under an atmosphere of N2. The resulting solution was allowed to stir for 90 min and anhydrous ZnCl2 (109 mg, 0.802 mmol) was added. The resulting white suspension was allowed to stir for 90 min and a solution of the (2S,5R)-2-(2-iodophenethyl)-5-isopropyl-3,6-dimethoxy-2,5-dihydropyrazine (237 mg, 0.573 mmol) in THF ... The reactants are OC=1C=C2C=NC(=NC2=CC1)[C@]1(NC(OC1)=O)C ((R)-4-(6-Hydroxy-quinazolin-2-yl)-4-methyl-oxazolidin-2-one), C(Cl)Cl (methylene chloride), IN1C(CCC1=O)=O (N-iodosuccinimide). Yields the product OC=1C(=C2C=NC(=NC2=CC1)[C@]1(NC(OC1)=O)C)I ((R)-4-(6-Hydroxy-5-iodoquinazolin-2-yl)-4-methyloxazolidin-2-one). Isolated yield 84.1%. RXN SMILES: [OH:1][C:2]1[CH:3]=[C:4]2[C:9](=[CH:10][CH:11]=1)[N:8]=[C:7]([C@:12]1([CH3:18])[CH2:16][O:15][C:14](=[O:17])[NH:13]1)[N:6]=[CH:5]2.C(Cl)Cl.[I:22]N1C(=O)CCC1=O>>[OH:1][C:2]1[C:3]([I:22])=[C:4]2[C:9](=[CH:10][CH:11]=1)[N:8]=[C:7]([C@:12]1([CH3:18])[CH2:16][O:15][C:14](=[O:17])[NH:13]1)[N:6]=[CH:5]2. Reported procedure: (R)-4-(6-Hydroxy-quinazolin-2-yl)-4-methyl-oxazolidin-2-one (330.0 mg, 0.001346 mol) was dissolved in methylene chloride (500 mL, 8 mol), (heterogeneous) followed by N-iodosuccinimide (302.8 mg, 0.001346 mol) at 23° C. The reaction mixture was then sonicated for 30 seconds, and all the solvent was removed under vacuum (rotavap). The residue was purified via chromatography (SiO2, 20 gm, 0-100% ethyl acetate/hexanes) to give 420 mg of desired product (84%). 1H NMR (MeOD) δ: 9.50 (s, 1H), 7.90 (d, ... Reactants: OC=1C=C(C(=O)OC)C=C(C1)OC (methyl 3-hydroxy-5-methoxybenzoate), BrCCO (2-bromoethanol), C(=O)([O-])[O-].[K+].[K+] (K2CO3). The solvent is CC#N (CH3CN). Run at temperature 80 celsius. Product: OCCOC=1C=C(C(=O)OC)C=C(C1)OC (methyl 3-(2-hydroxyethoxy)-5-methoxybenzoate). Yield: 44.2%. Reaction SMILES: [OH:1][C:2]1[CH:3]=[C:4]([CH:9]=[C:10]([O:12][CH3:13])[CH:11]=1)[C:5]([O:7][CH3:8])=[O:6].BrC[CH2:16][OH:17].[C:18]([O-])([O-])=O.[K+].[K+]>CC#N>[OH:17][CH2:16][CH2:13][O:12][C:10]1[CH:9]=[C:4]([CH:3]=[C:2]([O:1][CH3:18])[CH:11]=1)[C:5]([O:7][CH3:8])=[O:6] |f:2.3.4|. Procedure: To a solution of methyl 3-hydroxy-5-methoxybenzoate (1.82 g, 10 mmol) and 2-bromoethanol (2.5 g, 20 mmol) in CH3CN (20 ml) was added K2CO3 (4.2 g, 0.03 mol) and the reaction mixture was heated to 80° C. overnight. After to cooling to room temperature, the reaction mixture was filtered and the filtrate was concentrated under reduced pressure. The obtained residue was purified using normal phase chromatography eluting with petroleum ether and increasing amounts of ethyl acetate to give compound me... The reactants are O=C1C2=CC=CC=C2OC=2C=CC(=CC12)OCCCCC(=O)OCC (Ethyl 5-(9-oxoxanthen-2-oxy)valerate), Cl (HCl), [OH-].[Na+] (NaOH), 1h. Solvent: CCO (EtOH). The product is O=C1C2=CC=CC=C2OC=2C=CC(=CC12)OCCCCC(=O)O (5-(9-Oxoxanthen-2-oxy)valeric Acid). As a reaction SMILES: [O:1]=[C:2]1[C:15]2[CH:14]=[C:13]([O:16][CH2:17][CH2:18][CH2:19][CH2:20][C:21]([O:23]CC)=[O:22])[CH:12]=[CH:11][C:10]=2[O:9][C:8]2[C:3]1=[CH:4][CH:5]=[CH:6][CH:7]=2.[OH-].[Na+].Cl>CCO>[O:1]=[C:2]1[C:15]2[CH:14]=[C:13]([O:16][CH2:17][CH2:18][CH2:19][CH2:20][C:21]([OH:23])=[O:22])[CH:12]=[CH:11][C:10]=2[O:9][C:8]2[C:3]1=[CH:4][CH:5]=[CH:6][CH:7]=2 |f:1.2|. Reported procedure: Ethyl 5-(9-oxoxanthen-2-oxy)valerate (7.0 g, 21 mmol) prepared as described above was suspended in 95% EtOH (50 mL), and 4 N aqueous NaOH (50 mL, 0.2 mmol) was added. The reaction mixture was homogeneous within 1h, and saponification proceeded at 25° C. for a total of 4 h. Subsequently, 12 N aqueous HCl (17 mL) was added with cooling to adjust the pH to 3. A light-gray precipitate formed, which was collected, washed with water (3×10 mL), and dried in vacuo over P2O5, to give the free acid produc... The solvent is C1(=CC=CC=C1)C (toluene). Product: CC=1C=CC(=C(C1)[C@H](CCN(C(C)C)C(C)C)C=2C=CC=CC2)O (Tolterodine). The reactants are [OH-].[Na+] (Sodium hydroxide), CC=1C=CC(=C(C1)[C@H](CCN(C(C)C)C(C)C)C=2C=CC=CC2)O.C(C(C(=O)O)O)(C(=O)O)O (Tolterodine tartrate), O (water), C([O-])([O-])=O.[Na+].[Na+] (Sodium carbonate). Reported procedure: Tolterodine tartrate (2.1 g) is mixed with water (45 ml) and toluene (2.5 ml). Sodium carbonate (800 mg) is added to the slurry. Sodium hydroxide (2.0 N, 1.5 ml) is added. The mixture is extracted three times with toluene (3 ml), saving the organic phase. Anhydrous potassium carbonate is added to the organic phase dissolve the tolterodine tartate, giving the title compound in solution. As a reaction SMILES: [CH3:1][C:2]1[CH:3]=[CH:4][C:5]([OH:24])=[C:6]([C@@H:8]([C:18]2[CH:19]=[CH:20][CH:21]=[CH:22][CH:23]=2)[CH2:9][CH2:10][N:11]([CH:15]([CH3:17])[CH3:16])[CH:12]([CH3:14])[CH3:13])[CH:7]=1.C(O)(C(O)=O)C(O)C(O)=O.O.C(=O)([O-])[O-].[Na+].[Na+].[OH-].[Na+]>C1(C)C=CC=CC=1>[CH3:1][C:2]1[CH:3]=[CH:4][C:5]([OH:24])=[C:6]([C@@H:8]([C:18]2[CH:19]=[CH:20][CH:21]=[CH:22][CH:23]=2)[CH2:9][CH2:10][N:11]([CH:12]([CH3:14])[CH3:13])[CH:15]([CH3:16])[CH3:17])[CH:7]=1 |f:0.1,3.4.5,6.7|. Reactants: CN(C)C=Cc1ccc(Br)cc1[N+](=O)[O-], C1CCOC1, O=P([O-])([O-])[O-]. Yields the product O=Cc1ccc(Br)cc1[N+](=O)[O-]. RXN SMILES: [Br:1][c:2]1[cH:3][c:4]([N+:13](=[O:14])[O-:15])[c:5]([CH:8]=[CH:9][N:10]([CH3:11])[CH3:12])[cH:6][cH:7]1.[CH2:16]1[CH2:19][CH2:18][CH2:17][O:20]1.[O-:21][P:22](=[O:23])([O-:24])[O-:25]>>[Br:1][c:2]1[cH:3][c:4]([N+:13](=[O:14])[O-:15])[c:5]([CH:8]=[O:20])[cH:6][cH:7]1. The yield is 13.0%. The reactants are 19F, FC(C(F)F)(F)N1C=NC=C1 (1-(1,1,2,2-tetrafluoroethyl)imidazole), [K] (potassium), N1C=NC=C1 (imidazole), FC(C(=O)OCC)(F)F (ethyl trifluoroacetate). The solvent is O1CCCC1 (tetrahydrofuran). Procedure details: Into a 50 ml autoclave were poured 10.6 g (100 mmol) of potassium salt of imidazole and tetrahydrofuran (30 ml), and the inside of the autoclave was cooled to −78° C., and evacuation and replacement by nitrogen were carried out three times. After the inside of a system was evacuated, TFE was introduced until the inside pressure of the system reached 0.1 MPa·G. Then the temperature of the reaction system was increased to 100° C., and TFE was further introduced to maintain the inside pressure of t... Reaction conditions: temperature -78 celsius. The product is FC(=C(F)F)N1C=NC=C1 (1-(1,2,2-trifluoroethenyl)imidazole). RXN SMILES: [K].N1C=CN=C1.FC(F)(F)C(OCC)=O.[F:16][C:17]([N:22]1[CH:26]=[CH:25][N:24]=[CH:23]1)(F)[CH:18]([F:20])[F:19]>O1CCCC1>[F:16][C:17]([N:22]1[CH:26]=[CH:25][N:24]=[CH:23]1)=[C:18]([F:20])[F:19] |^1:0|.